Dataset: the Open Reaction Database (ORD), a public repository of structured organic reaction records. Task: describe an organic reaction: reactants, conditions, products, and yield Reactants: BrC1=C(C(=O)OC)C=CC=C1 (methyl 2-bromobenzoate), final mixture, Cl (hydrochloric acid), C[Mg]Br (methylmagnesium bromide), Cl (hydrochloric acid), CCOCC (ether). Reaction conditions: time 2 hour. Product: BrC1=C(C=CC=C1)C(C)(C)O (2-(2-bromo-phenyl)-propan-2-ol). Reaction SMILES: [Br:1][C:2]1[CH:11]=[CH:10][CH:9]=[CH:8][C:3]=1C(OC)=O.[CH3:12][Mg]Br.Cl.CC[O:18][CH2:19][CH3:20]>>[Br:1][C:2]1[CH:11]=[CH:10][CH:9]=[CH:8][C:3]=1[C:19]([OH:18])([CH3:20])[CH3:12]. Procedure details: To a solution of methyl 2-bromobenzoate (20.76 g, 96 mmol) in 120 mL of anhydrous ether under Argon at 0° C. was slowly added methylmagnesium bromide (77 mL, 3.26 M) at a rate that the internal temperature of the mixture was below 20° C. A white suspension resulted, and the mixture was stirred at room temperature for 2 h. The mixture was cooled in an ice-water bath. To the reaction mixture was very slowly added hydrochloric acid (400 mL, 0.5 M). The pH of the final mixture was adjusted to less t... Procedure: 2.5 ml (2.5 mmol) of ethanolic 1M hydrochloric acid solution are added dropwise to a solution of 1.1 g (2.5 mmol) of 2(S)-ethoxy-3-{4-[6-(3-heptyl-1-methylureido)pyrid-2-yl]phenyl}propanoic acid in 2 ml of ethanol, cooled to 0° C. The reaction medium precipitates. After filtration, the precipitate is washed with acetone and with ethyl ether and then dried. After hot recrystallization from a 9/1 acetone/water mixture, 0.6 g (60%) of 2(S)-ethoxy-3-{4-[6-(3-heptyl-1-methylureido)pyrid-2-yl]phenyl}p... The product is Cl.C(C)O[C@H](C(=O)O)CC1=CC=C(C=C1)C1=NC(=CC=C1)N(C(=O)NCCCCCCC)C (2(S)-ethoxy-3-{4-[6-(3-heptyl-1-methylureido)pyrid-2-yl]phenyl}propanoic acid hydrochloride). Solvent: C(C)O (ethanol). Starting materials: Cl (hydrochloric acid), C(C)O[C@H](C(=O)O)CC1=CC=C(C=C1)C1=NC(=CC=C1)N(C(=O)NCCCCCCC)C (2(S)-ethoxy-3-{4-[6-(3-heptyl-1-methylureido)pyrid-2-yl]phenyl}propanoic acid). Run at temperature 0 celsius. As a reaction SMILES: [ClH:1].[CH2:2]([O:4][C@@H:5]([CH2:9][C:10]1[CH:15]=[CH:14][C:13]([C:16]2[CH:21]=[CH:20][CH:19]=[C:18]([N:22]([CH3:33])[C:23]([NH:25][CH2:26][CH2:27][CH2:28][CH2:29][CH2:30][CH2:31][CH3:32])=[O:24])[N:17]=2)=[CH:12][CH:11]=1)[C:6]([OH:8])=[O:7])[CH3:3]>C(O)C>[ClH:1].[CH2:2]([O:4][C@@H:5]([CH2:9][C:10]1[CH:15]=[CH:14][C:13]([C:16]2[CH:21]=[CH:20][CH:19]=[C:18]([N:22]([CH3:33])[C:23]([NH:25][CH2:26][CH2:27][CH2:28][CH2:29][CH2:30][CH2:31][CH3:32])=[O:24])[N:17]=2)=[CH:12][CH:11]=1)[C:6]([OH:8])=[O:7])[CH3:3] |f:3.4|. The yield is 60.0%. Reactants: C(C1=CC=CC=C1)N1CC(CC1)(O)C1=CC(=C(C=C1)F)F (1-benzyl-3-(3,4-difluorophenyl)pyrrolidin-3-ol), C(=O)[O-].[NH4+] (ammonium formiate). The reagents and catalysts are [Pd] (palladium on carbon). Run in C(C)O (ethanol). Yields the product FC=1C=C(C=CC1F)C1(CNCC1)O (3-(3,4-DIFLUOROPHENYL)PYRROLIDIN-3-OL). The yield is 105.7%. RXN SMILES: C([N:8]1[CH2:12][CH2:11][C:10]([C:14]2[CH:19]=[CH:18][C:17]([F:20])=[C:16]([F:21])[CH:15]=2)([OH:13])[CH2:9]1)C1C=CC=CC=1.C([O-])=O.[NH4+]>C(O)C.[Pd]>[F:21][C:16]1[CH:15]=[C:14]([C:10]2([OH:13])[CH2:11][CH2:12][NH:8][CH2:9]2)[CH:19]=[CH:18][C:17]=1[F:20] |f:1.2|. Procedure details: To a mixture of 1-benzyl-3-(3,4-difluorophenyl)pyrrolidin-3-ol (0.55 g, 1.9 mmol) and ammonium formiate (0.36 g, 5.7 mmol) in ethanol (20 mL) was added palladium on carbon (0.11 g) and the mixture was refluxed for 1 h, cooled to ambient temperature and filtered through a pad of celite. The filtrate was evaporated to give the title compound (0.4 g). MS m/z (rel. intensity, 70 eV) 199 (M+, bp), 180 (51), 150 (60), 141 (90), 113 (75).